This data is from the Open Reaction Database (ORD), a public repository of structured organic reaction records. The task is: describe an organic reaction: reactants, conditions, products, and yield The reactants are C(C)(C)(C)OC(=O)N1CCC(CC1)(C(COCC[Si](C)(C)C)OC1=NC2=C(N1)C=C(C(=C2)Cl)Cl)C2=CC=C(C=C2)Br (4-(4-bromo-phenyl)-4-[5,6-dichloro-1-(2-trimethylsilanyl-ethoxymethyl)-1H-benzoimidazol-2-yloxymethyl]-piperidine-1-carboxylic acid tert-butyl ester), C(#N)C=1C=C(C=CC1)B(O)O (3-cyanophenyl boronic acid), C1(=CC=CC=C1)C (toluene), C(=O)([O-])[O-].[Na+].[Na+] (Na2CO3). The reagents and catalysts are C=1C=CC(=CC1)[P](C=2C=CC=CC2)(C=3C=CC=CC3)[Pd]([P](C=4C=CC=CC4)(C=5C=CC=CC5)C=6C=CC=CC6)([P](C=7C=CC=CC7)(C=8C=CC=CC8)C=9C=CC=CC9)[P](C=1C=CC=CC1)(C=1C=CC=CC1)C=1C=CC=CC1 (Pd(PPh3)4). Solvent: C(C)(=O)OCC (ethyl acetate), C(C)O (ethanol). Run at temperature 80 celsius. Yields the product C(C)(C)(C)OC(=O)N1CCC(CC1)(C(COCC[Si](C)(C)C)OC1=NC2=C(N1)C=C(C(=C2)Cl)Cl)C2=CC=C(C=C2)C2=CC(=CC=C2)C#N (4-(3′-cyano-biphenyl-4-yl)-4-[5,6-dichloro-1-(2-trimethylsilanyl-ethoxymethyl)-1H-benzoimidazol-2-yloxymethyl]-piperidine-1-carboxylic acid tert-butyl ester). Yield: 79.5%. Reaction SMILES: [C:1]([O:5][C:6]([N:8]1[CH2:13][CH2:12][C:11]([C:35]2[CH:40]=[CH:39][C:38](Br)=[CH:37][CH:36]=2)([CH:14]([O:23][C:24]2[NH:28][C:27]3[CH:29]=[C:30]([Cl:34])[C:31]([Cl:33])=[CH:32][C:26]=3[N:25]=2)[CH2:15][O:16][CH2:17][CH2:18][Si:19]([CH3:22])([CH3:21])[CH3:20])[CH2:10][CH2:9]1)=[O:7])([CH3:4])([CH3:3])[CH3:2].[C:42]([C:44]1[CH:45]=[C:46](B(O)O)[CH:47]=[CH:48][CH:49]=1)#[N:43].C1(C)C=CC=CC=1.C([O-])([O-])=O.[Na+].[Na+]>C(OCC)(=O)C.C1C=CC([P]([Pd]([P](C2C=CC=CC=2)(C2C=CC=CC=2)C2C=CC=CC=2)([P](C2C=CC=CC=2)(C2C=CC=CC=2)C2C=CC=CC=2)[P](C2C=CC=CC=2)(C2C=CC=CC=2)C2C=CC=CC=2)(C2C=CC=CC=2)C2C=CC=CC=2)=CC=1.C(O)C>[C:1]([O:5][C:6]([N:8]1[CH2:13][CH2:12][C:11]([C:35]2[CH:40]=[CH:39][C:38]([C:48]3[CH:47]=[CH:46][CH:45]=[C:44]([C:42]#[N:43])[CH:49]=3)=[CH:37][CH:36]=2)([CH:14]([O:23][C:24]2[NH:28][C:27]3[CH:29]=[C:30]([Cl:34])[C:31]([Cl:33])=[CH:32][C:26]=3[N:25]=2)[CH2:15][O:16][CH2:17][CH2:18][Si:19]([CH3:22])([CH3:21])[CH3:20])[CH2:10][CH2:9]1)=[O:7])([CH3:4])([CH3:3])[CH3:2] |f:3.4.5,^1:75,77,96,115|. Procedure: A mixture of 0.105 g of 4-(4-bromo-phenyl)-4-[5,6-dichloro-1-(2-trimethylsilanyl-ethoxymethyl)-1H-benzoimidazol-2-yloxymethyl]-piperidine-1-carboxylic acid tert-butyl ester 51 (0.144 mmol, 1 eq), 0.024 g of 3-cyanophenyl boronic acid (0.16 mmol, 1.1 eq), and 0.034 g of Pd(PPh3)4 (0.03 mmol, 20 mol %) was mixed with 3 mL of toluene, 2 mL of ethanol and 1 mL of 2M aqueous Na2CO3 and then heated at 80° C. for 20 h while stirring. The reaction was allowed to cool to room temperature, diluted with 25... Reactants: C(CCCCCCCCCCCCCCCCCCCCCCCCCCCCC#C)O (Hentriacont-30-yn-1-ol), [Si](C)(C)(C(C)(C)C)Cl (t-butyldimethylsilyl chloride). The reagents and catalysts are CN(C1=CC=NC=C1)C (4-dimethylaminopyridine). The solvent is C(Cl)(Cl)Cl (chloroform), C(C)N(CC)CC (triethylamine). Run at time 8 hour. Yields the product [Si](C)(C)(C(C)(C)C)OCCCCCCCCCCCCCCCCCCCCCCCCCCCCCC#C (1-t-Butyldimethylsilyloxyhentriacont-30-yne). RXN SMILES: [CH2:1]([OH:32])[CH2:2][CH2:3][CH2:4][CH2:5][CH2:6][CH2:7][CH2:8][CH2:9][CH2:10][CH2:11][CH2:12][CH2:13][CH2:14][CH2:15][CH2:16][CH2:17][CH2:18][CH2:19][CH2:20][CH2:21][CH2:22][CH2:23][CH2:24][CH2:25][CH2:26][CH2:27][CH2:28][CH2:29][C:30]#[CH:31].[Si:33](Cl)([C:36]([CH3:39])([CH3:38])[CH3:37])([CH3:35])[CH3:34]>C(Cl)(Cl)Cl.C(N(CC)CC)C.CN(C)C1C=CN=CC=1>[Si:33]([O:32][CH2:1][CH2:2][CH2:3][CH2:4][CH2:5][CH2:6][CH2:7][CH2:8][CH2:9][CH2:10][CH2:11][CH2:12][CH2:13][CH2:14][CH2:15][CH2:16][CH2:17][CH2:18][CH2:19][CH2:20][CH2:21][CH2:22][CH2:23][CH2:24][CH2:25][CH2:26][CH2:27][CH2:28][CH2:29][C:30]#[CH:31])([C:36]([CH3:39])([CH3:38])[CH3:37])([CH3:35])[CH3:34]. Procedure details: 9.6 g (0.0214 mol) of hentriacont-30-yn-1-ol of Example 10 were stirred vigorously in a mixture of 100 ml of chloroform and 4.4 ml of triethylamine for 1 h at room temperature. 3.5 g (0.0235 mol) of t-butyldimethylsilyl chloride were added, followed by a catalytic amount (spatula tipful) of 4-dimethylaminopyridine. The mixture was left to stand overnight at room temperature and half the solvent was stripped off. The remaining solution was chromatographed on a silica gel column (chloroform). The reactants are C(C)(=O)OCC.CCCCCC (ethyl acetate hexane), ClC=1C=C(C=CC1Cl)C1(CN(CC1)C(C1=CC(=C(C(=C1)OCC)OCC)OCC)=O)CCCS(=O)(=O)[O-] (2-[3-(3,4-dichloro-phenyl)-1-(3,4,5-triethoxy-benzoyl)-pyrrolidin-3-yl]-ethyl-methanesulfonate), Cl.C1(=CC=CC=C1)C1(CCNCC1)C(=O)N (4-phenyl-piperidine-4-carboxylic acid amide hydrochloride). Solvent: CO.ClCCl (methanol dichloromethane). Yields the product ClC=1C=C(C=CC1Cl)C1(CN(CC1)C(C1=CC(=C(C(=C1)OCC)OCC)OCC)=O)CCN1CCC(CC1)(C(=O)N)C1=CC=CC=C1 (1-[2-[3-(3,4-dichloro-phenyl)-1-(3,4,5-triethoxy-benzoyl)-pyrrolidin-3-yl]-ethyl]-4-phenyl-piperidine-4-carboxylic acid amide). Reaction SMILES: [Cl:1][C:2]1[CH:3]=[C:4]([C:9]2([CH2:31][CH2:32]CS([O-])(=O)=O)[CH2:13][CH2:12][N:11]([C:14](=[O:30])[C:15]3[CH:20]=[C:19]([O:21][CH2:22][CH3:23])[C:18]([O:24][CH2:25][CH3:26])=[C:17]([O:27][CH2:28][CH3:29])[CH:16]=3)[CH2:10]2)[CH:5]=[CH:6][C:7]=1[Cl:8].Cl.[C:39]1([C:45]2([C:51]([NH2:53])=[O:52])[CH2:50][CH2:49][NH:48][CH2:47][CH2:46]2)[CH:44]=[CH:43][CH:42]=[CH:41][CH:40]=1.C(OCC)(=O)C.CCCCCC>CO.ClCCl>[Cl:1][C:2]1[CH:3]=[C:4]([C:9]2([CH2:31][CH2:32][N:48]3[CH2:47][CH2:46][C:45]([C:39]4[CH:40]=[CH:41][CH:42]=[CH:43][CH:44]=4)([C:51]([NH2:53])=[O:52])[CH2:50][CH2:49]3)[CH2:13][CH2:12][N:11]([C:14](=[O:30])[C:15]3[CH:20]=[C:19]([O:21][CH2:22][CH3:23])[C:18]([O:24][CH2:25][CH3:26])=[C:17]([O:27][CH2:28][CH3:29])[CH:16]=3)[CH2:10]2)[CH:5]=[CH:6][C:7]=1[Cl:8] |f:1.2,3.4,5.6|. Reported procedure: Prepare by the method of example 27.3.1 using 2-[3-(3,4-dichloro-phenyl)-1-(3,4,5-triethoxy-benzoyl)-pyrrolidin-3-yl]-ethyl-methanesulfonate ((1 mmol) and 4-phenyl-piperidine-4-carboxylic acid amide hydrochloride (0.29 g, 1.2 mmol). Chromatograph on silica gel eluting sequentially with 50% ethyl acetate/hexane and then 6% methanol/dichloromethane to give the title compound: Rf =0.36 (silica gel, 10% methanol in dichloromethane). Exact mass (FAB+): calculated for C37H46Cl2N3O5 calculated 682.2815... The reactants are CN(C)C=O, CC(F)(F)c1cc(-c2ccc(S(=O)(=O)O)s2)no1, O=S(Cl)Cl. Yields the product [Cl-], CC(F)(F)c1cc(-c2ccc(S(=O)(=O)O)s2)no1. As a reaction SMILES: [CH3:19][N:20]([CH3:21])[CH:22]=[O:23].[F:1][C:2]([CH3:3])([F:4])[c:5]1[cH:6][c:7](-[c:10]2[cH:11][cH:12][c:13]([S:15](=[O:16])(=[O:17])[OH:18])[s:14]2)[n:8][o:9]1.[S:24]([Cl:25])([Cl:26])=[O:27]>>[Cl-:26].[F:1][C:2]([CH3:3])([F:4])[c:5]1[cH:6][c:7](-[c:10]2[cH:11][cH:12][c:13]([S:15](=[O:16])(=[O:17])[OH:18])[s:14]2)[n:8][o:9]1.